From a dataset of the Open Reaction Database (ORD), a public repository of structured organic reaction records. describe an organic reaction: reactants, conditions, products, and yield Reactants: COc1cccc(S(=O)(=O)C2CC(C(=O)OC(C)(C)C)N(C(=O)CNC(=O)Nc3cccc(C(=O)OCc4ccccc4)c3)C2c2ccccc2F)c1, CCO. Yields the product COc1cccc(S(=O)(=O)C2CC(C(=O)OC(C)(C)C)N(C(=O)CNC(=O)Nc3cccc(C(=O)O)c3)C2c2ccccc2F)c1. As a reaction SMILES: [CH2:1]([c:2]1[cH:3][cH:4][cH:5][cH:6][cH:7]1)[O:8][C:9](=[O:10])[c:11]1[cH:12][c:13]([NH:17][C:18]([NH:19][CH2:20][C:21](=[O:22])[N:23]2[CH:24]([C:46](=[O:47])[O:48][C:49]([CH3:50])([CH3:51])[CH3:52])[CH2:25][CH:26]([S:35](=[O:36])(=[O:37])[c:38]3[cH:39][c:40]([O:44][CH3:45])[cH:41][cH:42][cH:43]3)[CH:27]2[c:28]2[c:29]([F:34])[cH:30][cH:31][cH:32][cH:33]2)=[O:53])[cH:14][cH:15][cH:16]1.[CH3:54][CH2:55][OH:56]>>[O:8]=[C:9]([OH:10])[c:11]1[cH:12][c:13]([NH:17][C:18]([NH:19][CH2:20][C:21](=[O:22])[N:23]2[CH:24]([C:46](=[O:47])[O:48][C:49]([CH3:50])([CH3:51])[CH3:52])[CH2:25][CH:26]([S:35](=[O:36])(=[O:37])[c:38]3[cH:39][c:40]([O:44][CH3:45])[cH:41][cH:42][cH:43]3)[CH:27]2[c:28]2[c:29]([F:34])[cH:30][cH:31][cH:32][cH:33]2)=[O:53])[cH:14][cH:15][cH:16]1.